Dataset: the Open Reaction Database (ORD), a public repository of structured organic reaction records. Task: describe an organic reaction: reactants, conditions, products, and yield Starting materials: O=C1CCC(=O)N1Cl, Cc1ccccc1S, c1ccccc1. The product is Cc1ccccc1SCl. As a reaction SMILES: [Cl:1][N:2]1[C:3](=[O:4])[CH2:5][CH2:6][C:7]1=[O:8].[c:9]1([CH3:16])[c:10]([SH:15])[cH:11][cH:12][cH:13][cH:14]1.[cH:17]1[cH:18][cH:19][cH:20][cH:21][cH:22]1>>[Cl:1][S:15][c:10]1[c:9]([CH3:16])[cH:14][cH:13][cH:12][cH:11]1.